Dataset: the Open Reaction Database (ORD), a public repository of structured organic reaction records. Task: describe an organic reaction: reactants, conditions, products, and yield Starting materials: [H-].C(C(C)C)[Al+]CC(C)C (Diisobutylaluminum hydride), C1(CC1)C(=O)NC=1N=CC2=CC(=CC=C2C1)C1=CC(=C(C(=O)OC)C=C1C)F (methyl 4-[3-(cyclopropanecarbonylamino)-7-isoquinolyl]-2-fluoro-5-methyl-benzoate). The solvent is C1CCOC1 (THF), C1CCOC1 (THF). Run at temperature -15 celsius, time 1 hour. The product is FC=1C(=CC(=C(C1)C1=CC=C2C=C(N=CC2=C1)NC(=O)C1CC1)C)CO (N-(7-(5-fluoro-4-(hydroxymethyl)-2-methylphenyl)isoquinolin-3-yl)cyclopropanecarboxamide). Yield: 57.1%. As a reaction SMILES: [H-].C([Al+]CC(C)C)C(C)C.[CH:11]1([C:14]([NH:16][C:17]2[N:18]=[CH:19][C:20]3[C:25]([CH:26]=2)=[CH:24][CH:23]=[C:22]([C:27]2[C:36]([CH3:37])=[CH:35][C:30]([C:31](OC)=[O:32])=[C:29]([F:38])[CH:28]=2)[CH:21]=3)=[O:15])[CH2:13][CH2:12]1>C1COCC1>[F:38][C:29]1[C:30]([CH2:31][OH:32])=[CH:35][C:36]([CH3:37])=[C:27]([C:22]2[CH:21]=[C:20]3[C:25]([CH:26]=[C:17]([NH:16][C:14]([CH:11]4[CH2:13][CH2:12]4)=[O:15])[N:18]=[CH:19]3)=[CH:24][CH:23]=2)[CH:28]=1 |f:0.1|. Procedure details: Diisobutylaluminum hydride (1.0 mol/L) in THF (1.1 mL, 1.06 mmol) was added dropwise to a solution of methyl 4-[3-(cyclopropanecarbonylamino)-7-isoquinolyl]-2-fluoro-5-methyl-benzoate (100 mg, 0.26 mmol) in THF (1 mL) cooled at −15° C. The reaction mixture warmed to room temperature. After 1 hour, the reaction mixture was quenched with saturated aqueous ammonium chloride, diluted with ethyl acetate (50 mL) and washed with 1.0M citric acid solution in water (20 mL). The organic layer was separate... The reactants are C(C)(C)N (isopropylamine), FC1=C(COCC#CCBr)C=C(C=C1)Br (4-(2-fluoro-5-bromobenzyloxy)but-2-ynyl bromide). Solvent: O1CCCC1 (tetrahydrofuran). The product is C(C)(C)NCC#CCOCC1=C(C=CC(=C1)Br)F (N-isopropyl-4-(2-fluoro-5-bromobenzyloxy)but-2-ynyl amine). Yield: 85.6%. RXN SMILES: [CH:1]([NH2:4])([CH3:3])[CH3:2].[F:5][C:6]1[CH:18]=[CH:17][C:16]([Br:19])=[CH:15][C:7]=1[CH2:8][O:9][CH2:10][C:11]#[C:12][CH2:13]Br>O1CCCC1>[CH:1]([NH:4][CH2:13][C:12]#[C:11][CH2:10][O:9][CH2:8][C:7]1[CH:15]=[C:16]([Br:19])[CH:17]=[CH:18][C:6]=1[F:5])([CH3:3])[CH3:2]. Procedure details: A solution of isopropylamine (0.25 ml, 2.9 mmol) was added to a solution of 4-(2-fluoro-5-bromobenzyloxy)but-2-ynyl bromide (97 mg, 0.29 mmol) in tetrahydrofuran (1.4 ml). The cloudy reaction mixture was stirred for about twenty hours, at which time no starting material remained, as determined by thin layer chromatography. The solvents were removed in vacuo. The residue was taken up in methylene chloride and washed with 1 M potassium carbonate. The aqueous phase was back extracted with methylene... Starting materials: OC1=CC=C(C=C1)C1(C2CC3CC(CC1C3)C2)C2=CC=C(C=C2)O (2,2-bis(4-hydroxyphenyl)adamantane), C(Cl)C1CO1 (epichlorohydrin), [OH-].[Na+] (sodium hydroxide), CCC(=O)C (MEK), [OH-].[Na+] (sodium hydroxide). The solvent is CS(=O)C (DMSO), CC(C)CC(=O)C (MIBK), CC(C)CC(=O)C (MIBK). Run at temperature 45 celsius, time 4 hour. The product is C(C1CO1)OC1=CC=C(C=C1)C1(C2CC3CC(CC1C3)C2)C2=CC=C(C=C2)OCC2CO2 (2,2-bis(4-glycidyloxyphenyl)adamantane). Isolated yield 89.4%. RXN SMILES: [OH:1][C:2]1[CH:7]=[CH:6][C:5]([C:8]2([C:18]3[CH:23]=[CH:22][C:21]([OH:24])=[CH:20][CH:19]=3)[CH:15]3[CH2:16][CH:11]4[CH2:12][CH:13]([CH2:17][CH:9]2[CH2:10]4)[CH2:14]3)=[CH:4][CH:3]=1.[CH2:25]([CH:27]1[O:29][CH2:28]1)Cl.[OH-].[Na+].C[CH2:33][C:34]([CH3:36])=[O:35]>CC(CC(C)=O)C.CS(C)=O>[CH2:25]([O:1][C:2]1[CH:3]=[CH:4][C:5]([C:8]2([C:18]3[CH:19]=[CH:20][C:21]([O:24][CH2:33][CH:34]4[O:35][CH2:36]4)=[CH:22][CH:23]=3)[CH:9]3[CH2:17][CH:13]4[CH2:12][CH:11]([CH2:16][CH:15]2[CH2:14]4)[CH2:10]3)=[CH:6][CH:7]=1)[CH:27]1[O:29][CH2:28]1 |f:2.3|. Reported procedure: In a separable flask having an inner volume of 300 ml, equipped with a reflux condenser, a stirrer, and a thermometer were charged 20.0 g (0.06 mol) of 2,2-bis(4-hydroxyphenyl)adamantane, 46 g (0.50 mol) of epichlorohydrin, 30 mL of MIBK, and 60 mL of DMSO, and the mixture was heated to 45° C. Then, 5.5 g (0.14 mol) of sodium hydroxide was added into this solution by small portions during a period of 1.5 hours. After completion of the addition, the reaction temperature was raised to 75° C., and ... Starting materials: C1(=CC=CC=C1)N1C=NC2=C(C1=O)SC=C2C2=CC=CC=C2 (3,7-Diphenylthieno[3,2-d]pyrimidin-4(3H)-one), NC1=C(SC=C1C1=CC=CC=C1)C(=O)OC (methyl 3-amino-4-phenylthiophene-2-carboxylate), C(OCC)(OCC)OCC (triethyl orthoformate), C(=C)C1=CC=C(N)C=C1 (4-vinylaniline). Solvent: C(C)(=O)O (acetic acid). Product: C1(=CC=CC=C1)C1=CSC2=C1N=CN(C2=O)C2=CC(=CC=C2)C=C (7-Phenyl-3-(3-vinylphenyl)thieno[3,2-d]-pyrimidin-4(3H)-one). Isolated yield 11.5%. Reaction SMILES: [C:1]1([N:7]2[C:12](=[O:13])[C:11]3[S:14][CH:15]=[C:16]([C:17]4[CH:22]=[CH:21][CH:20]=[CH:19][CH:18]=4)[C:10]=3[N:9]=[CH:8]2)[CH:6]=[CH:5][CH:4]=[CH:3][CH:2]=1.N[C:24]1C(C2C=CC=CC=2)=CS[C:25]=1C(OC)=O.C(OCC)(OCC)OCC.C(C1C=CC(N)=CC=1)=C>C(O)(=O)C>[C:17]1([C:16]2[C:10]3[N:9]=[CH:8][N:7]([C:1]4[CH:6]=[CH:5][CH:4]=[C:3]([CH:24]=[CH2:25])[CH:2]=4)[C:12](=[O:13])[C:11]=3[S:14][CH:15]=2)[CH:18]=[CH:19][CH:20]=[CH:21][CH:22]=1. Procedure details: In the same manner as the synthesis of Compound 1, methyl 3-amino-4-phenylthiophene-2-carboxylate (50 mg, 0.21 mmol), triethyl orthoformate (0.47 ml), 4-vinylaniline (47.5 mg, 0.39 mmol), and acetic acid (0.06 ml) were used to give 8 mg (0.024 mmol, 11.5% yield) of the title compound. Reactants: O=C([O-])[O-], CC(C)=O, CC1(C)CC(c2ccc(Cl)c(Cl)c2)c2ccc(O)cc2C1=O, ClCC1CO1, [K+], [K+]. Yields the product CC1(C)CC(c2ccc(Cl)c(Cl)c2)c2ccc(OCC3CO3)cc2C1=O. As a reaction SMILES: [C:28](=[O:29])([O-:30])[O-:31].[CH3:34][C:35](=[O:36])[CH3:37].[Cl:1][c:2]1[cH:3][c:4]([CH:9]2[CH2:10][C:11]([CH3:21])([CH3:22])[C:12](=[O:20])[c:13]3[cH:14][c:15]([OH:19])[cH:16][cH:17][c:18]32)[cH:5][cH:6][c:7]1[Cl:8].[Cl:23][CH2:24][CH:25]1[CH2:26][O:27]1.[K+:32].[K+:33]>>[Cl:1][c:2]1[cH:3][c:4]([CH:9]2[CH2:10][C:11]([CH3:21])([CH3:22])[C:12](=[O:20])[c:13]3[cH:14][c:15]([O:19][CH2:24][CH:25]4[CH2:26][O:27]4)[cH:16][cH:17][c:18]32)[cH:5][cH:6][c:7]1[Cl:8]. Starting materials: C1CCOC1, CC(C)C[AlH]CC(C)C, Cc1ccccc1, Cl, [Na+], O=C([O-])O, N#Cc1ccnc2[nH]ccc12. The product is O=Cc1ccnc2[nH]ccc12. As a reaction SMILES: [CH2:27]1[O:28][CH2:29][CH2:30][CH2:31]1.[CH3:12][CH:13]([CH2:14][AlH:15][CH2:16][CH:17]([CH3:18])[CH3:19])[CH3:20].[CH3:32][c:33]1[cH:34][cH:35][cH:36][cH:37][cH:38]1.[ClH:21].[Na+:26].[O-:22][C:23]([OH:24])=[O:25].[nH:1]1[cH:2][cH:3][c:4]2[c:5]1[n:6][cH:7][cH:8][c:9]2[C:10]#[N:11]>>[nH:1]1[cH:2][cH:3][c:4]2[c:5]1[n:6][cH:7][cH:8][c:9]2[CH:10]=[O:22].